This data is from the Open Reaction Database (ORD), a public repository of structured organic reaction records. The task is: describe an organic reaction: reactants, conditions, products, and yield Starting materials: O=c1[nH][nH]c(=O)c2cc(Br)ccc12, O=P(Cl)(Cl)Cl. Product: O=c1[nH]nc(Cl)c2cc(Br)ccc12. RXN SMILES: [Br:1][c:2]1[cH:3][c:4]2[c:5](=[O:13])[nH:6][nH:7][c:8](=[O:12])[c:9]2[cH:10][cH:11]1.[P:14]([Cl:15])([Cl:16])([Cl:17])=[O:18]>>[Br:1][c:2]1[cH:3][c:4]2[c:5]([Cl:16])[n:6][nH:7][c:8](=[O:12])[c:9]2[cH:10][cH:11]1. The reactants are COC1=C(CN2CC(CC2=O)C(=O)O)C=CC(=C1)OC (1-(2,4-dimethoxybenzyl)-5-oxopyrrolidine-3-carboxylic acid), C(C1=CC=CC=C1)[C@H]1NC(OC1)=O ((R)-4-benzyl-2-oxazolidinone), CCN=C=NCCCN(C)C.Cl (WSC.HCl). Reagents/catalysts: CN(C1=CC=NC=C1)C (4-dimethylaminopyridine). The solvent is C(Cl)(Cl)Cl (chloroform). Reaction conditions: time 15 minute. The product is C(C1=CC=CC=C1)[C@H]1N(C(OC1)=O)C(=O)C1CN(C(C1)=O)CC1=C(C=C(C=C1)OC)OC ((R)-4-benzyl-3-[1-(2,4-dimethoxybenzyl)-5-oxopyrrolidine-3-carbonyl]-2-oxazolidinone). Yield: 53.3%. RXN SMILES: [CH3:1][O:2][C:3]1[CH:18]=[C:17]([O:19][CH3:20])[CH:16]=[CH:15][C:4]=1[CH2:5][N:6]1[C:10](=[O:11])[CH2:9][CH:8]([C:12]([OH:14])=O)[CH2:7]1.[CH2:21]([C@@H:28]1[CH2:32][O:31][C:30](=[O:33])[NH:29]1)[C:22]1[CH:27]=[CH:26][CH:25]=[CH:24][CH:23]=1.CCN=C=NCCCN(C)C.Cl>C(Cl)(Cl)Cl.CN(C)C1C=CN=CC=1>[CH2:21]([C@@H:28]1[CH2:32][O:31][C:30](=[O:33])[N:29]1[C:12]([CH:8]1[CH2:9][C:10](=[O:11])[N:6]([CH2:5][C:4]2[CH:15]=[CH:16][C:17]([O:19][CH3:20])=[CH:18][C:3]=2[O:2][CH3:1])[CH2:7]1)=[O:14])[C:22]1[CH:23]=[CH:24][CH:25]=[CH:26][CH:27]=1 |f:2.3|. Reported procedure: To a solution of 1-(2,4-dimethoxybenzyl)-5-oxopyrrolidine-3-carboxylic acid (31.7 g) in chloroform (300 ml) were sequentially added (R)-4-benzyl-2-oxazolidinone (20.0 g), WSC.HCl (23.8 g) and 4-dimethylaminopyridine (6.90 g) under ice-cooling, the mixture was stirred for 15 minutes, warmed to room temperature and stirred for 18 hours. This reaction mixture was purified by silica gel column chromatography (eluent: n-hexane/ethyl acetate=1/1 to 1/9) to give the titled compound (low-polarity compon... Reactants: [BH-](OC(=O)C)(OC(=O)C)OC(=O)C.[Na+] (NaBH(OAc)3), NC1CCN(CC1)CCN1C(C=CC2=NC=C(C(=C12)CC)F)=O (1-[2-(4-amino-1-piperidinyl)ethyl]-8-ethyl-7-fluoro-1,5-naphthyridin-2(1H)-one), N1=NC(=CC2=C1OCCO2)C=O (6,7-dihydro[1,4]dioxino[2,3-c]pyridazine-3-carbaldehyde), C(Cl)(Cl)Cl (CHCl3), CO (MeOH). Reaction conditions: time 16 hour. Product: Cl.Cl.N1=NC(=CC2=C1OCCO2)CNC2CCN(CC2)CCN2C(C=CC1=NC=C(C(=C21)CC)F)=O (1-(2-{4-[(6,7-dihydro[1,4]dioxino[2,3-c]pyridazin-3-ylmethyl)amino]-1-piperidinyl}ethyl)-8-ethyl-7-fluoro-1,5-naphthyridin-2(1H)-one Dihydrochloride). Yield: 26.0%. As a reaction SMILES: [NH2:1][CH:2]1[CH2:7][CH2:6][N:5]([CH2:8][CH2:9][N:10]2[C:19]3[C:14](=[N:15][CH:16]=[C:17]([F:22])[C:18]=3[CH2:20][CH3:21])[CH:13]=[CH:12][C:11]2=[O:23])[CH2:4][CH2:3]1.[N:24]1[C:29]2[O:30][CH2:31][CH2:32][O:33][C:28]=2[CH:27]=[C:26]([CH:34]=O)[N:25]=1.CO.[BH-](OC(C)=O)(OC(C)=O)OC(C)=O.[Na+].C(Cl)(Cl)[Cl:53]>>[ClH:53].[ClH:53].[N:24]1[C:29]2[O:30][CH2:31][CH2:32][O:33][C:28]=2[CH:27]=[C:26]([CH2:34][NH:1][CH:2]2[CH2:3][CH2:4][N:5]([CH2:8][CH2:9][N:10]3[C:19]4[C:14](=[N:15][CH:16]=[C:17]([F:22])[C:18]=4[CH2:20][CH3:21])[CH:13]=[CH:12][C:11]3=[O:23])[CH2:6][CH2:7]2)[N:25]=1 |f:3.4,6.7.8|. Reported procedure: 1-[2-(4-amino-1-piperidinyl)ethyl]-8-ethyl-7-fluoro-1,5-naphthyridin-2(1H)-one (0.117 g, 0.368 mmol) and 6,7-dihydro[1,4]dioxino[2,3-c]pyridazine-3-carbaldehyde (0.061 g, 0.368 mmol) were dissolved in CHCl3 (2 ml) and MeOH (0.2 ml) at rt under argon. NaBH(OAc)3 (0.234 g, 1.10 mmol) was added and the reaction was allowed to stir at rt for 16 h. After which it was purified by chromatography on silica gel using a 0-30% MeOH in DCM gradient to give the free base of the title compound as a clear oil ... Starting materials: OC(CN1C(CN(CC1)C(=O)OC(C)(C)C)CCO)C=1C(=C2COC(C2=CC1)=O)C (tert-Butyl 4-(2-hydroxy-2-(4-methyl-1-oxo-1,3-dihydroisobenzofuran-5-yl)ethyl)-3-(2-hydroxyethyl)piperazine-1-carboxylate), C(#N)C=P(CCCC)(CCCC)CCCC (cyanomethylene tributyl phosphorane). Run in C1=CC=CC=C1 (benzene). Conditions: temperature 100 celsius, time 8.08 minute. The product is CC1=C(C=CC=2C(OCC21)=O)C2OCCC1N(C2)CCN(C1)C(=O)OC(C)(C)C (tert-butyl 7-(4-methyl-1-oxo-1,3-dihydro-2-benzofuran-5-yl)octahydro-2H-pyrazino[1,2-d][1,4]oxazepine-2-carboxylate). Reaction SMILES: O[CH:2]([C:20]1[C:21]([CH3:30])=[C:22]2[C:26](=[CH:27][CH:28]=1)[C:25](=[O:29])[O:24][CH2:23]2)[CH2:3][N:4]1[CH2:9][CH2:8][N:7]([C:10]([O:12][C:13]([CH3:16])([CH3:15])[CH3:14])=[O:11])[CH2:6][CH:5]1[CH2:17][CH2:18][OH:19].C(C=P(CCCC)(CCCC)CCCC)#N>C1C=CC=CC=1>[CH3:30][C:21]1[C:22]2[CH2:23][O:24][C:25](=[O:29])[C:26]=2[CH:27]=[CH:28][C:20]=1[CH:2]1[CH2:3][N:4]2[CH2:9][CH2:8][N:7]([C:10]([O:12][C:13]([CH3:15])([CH3:16])[CH3:14])=[O:11])[CH2:6][CH:5]2[CH2:17][CH2:18][O:19]1. Procedure: tert-Butyl 4-(2-hydroxy-2-(4-methyl-1-oxo-1,3-dihydroisobenzofuran-5-yl)ethyl)-3-(2-hydroxyethyl)piperazine-1-carboxylate (2.22 g, 5.30 mmol) was dissolved in benzene (30 mL) and then cyanomethylene tributyl phosphorane (2.31 g, 9.55 mmol) was added, which was then heated to 100° C. overnight. The benzene was removed by rotary evaporation, and the residue was chromatographed through an ISCO redi-sep 330 g column and eluted with 15% acetone:85% DCM. This separated the cis-diastereomers from the t... The reactants are ClC1=NC(=C(C(=N1)Cl)Cl)Cl (2,4,5,6-tetrachloropyrimidine), CC1=C(N)C(=CC(=C1)C)C (2,4,6-trimethyl aniline), CC(C)N(CC)C(C)C (N,N-bis(1-methylethyl)ethanamine). Run in O1CCOCC1 (1,4-dioxane). Conditions: temperature 55 celsius, time 16 hour. Product: ClC1=NC(=NC(=C1Cl)Cl)NC1=C(C=C(C=C1C)C)C (4,5,6-trichloro-N-(2,4,6-trimethylphenyl)-2-pyrimidinamine), ClC1=NC(=C(C(=N1)NC1=C(C=C(C=C1C)C)C)Cl)Cl (2,5,6-trichloro-N-(2,4,6-trimethylphenyl)-4-pyrimidinamine). As a reaction SMILES: [Cl:1][C:2]1[N:7]=[C:6]([Cl:8])[C:5]([Cl:9])=[C:4]([Cl:10])[N:3]=1.[CH3:11][C:12]1[CH:18]=[C:17]([CH3:19])[CH:16]=[C:15]([CH3:20])[C:13]=1[NH2:14].CC(N(C(C)C)CC)C>O1CCOCC1>[Cl:10][C:4]1[C:5]([Cl:9])=[C:6]([Cl:8])[N:7]=[C:2]([NH:14][C:13]2[C:15]([CH3:20])=[CH:16][C:17]([CH3:19])=[CH:18][C:12]=2[CH3:11])[N:3]=1.[Cl:1][C:2]1[N:3]=[C:4]([NH:14][C:13]2[C:15]([CH3:20])=[CH:16][C:17]([CH3:19])=[CH:18][C:12]=2[CH3:11])[C:5]([Cl:9])=[C:6]([Cl:8])[N:7]=1. Procedure: 2,4,5,6-tetrachloropyrimidine (0.0134 mol), 1,4-dioxane (30 ml), 2,4,6-trimethyl aniline (0.0134 mol), and N,N-bis(1-methylethyl)ethanamine (0.0136 mol) were added to a flask under argon and stirred at 55° C. for 16 hours. The solvent was evaporated, and the residue was dissolved in CH2Cl2, then purified by column chromatography over silica gel (eluent: CH2Cl2/hexane ¼, and ½). The desired fractions were collected and their solvent was evaporated, yielding 0.15 g 4,5,6-trichloro-N-(2,4,6-trimeth... The reactants are CCOC(=O)C(CSc1ccnc(CCl)c1C)N(C)C, CCO, [Na+], [OH-], Sc1nc2ccccc2[nH]1. Yields the product CCOC(=O)C(CSc1ccnc(CSc2nc3ccccc3[nH]2)c1C)N(C)C. RXN SMILES: [CH3:11][N:12]([CH:13]([C:14](=[O:15])[O:16][CH2:17][CH3:18])[CH2:19][S:20][c:21]1[c:22]([CH3:29])[c:23]([CH2:27][Cl:28])[n:24][cH:25][cH:26]1)[CH3:30].[CH3:33][CH2:34][OH:35].[Na+:32].[OH-:31].[SH:1][c:2]1[nH:3][c:4]2[c:5]([n:6]1)[cH:7][cH:8][cH:9][cH:10]2>>[S:1]([c:2]1[n:3][c:4]2[c:5]([nH:6]1)[cH:7][cH:8][cH:9][cH:10]2)[CH2:27][c:23]1[c:22]([CH3:29])[c:21]([S:20][CH2:19][CH:13]([N:12]([CH3:11])[CH3:30])[C:14](=[O:15])[O:16][CH2:17][CH3:18])[cH:26][cH:25][n:24]1. Reactants: FC(C=1SC(=NN1)N=C=O)(F)F (2-Trifluoromethyl-1,3,4-thiadiazol-5-yl isocyanate), CNCCO (N-methyl-N-β-hydroxyethylamine). Run in C1=CC=CC=C1 (benzene). Conditions: time 10 minute. Product: OCCN(C(=O)NC1=NN=C(S1)C(F)(F)F)C (N-(β-hydroxyethyl)-N-methyl-N'-(2-trifluoromethyl-1,3,4-thiadiazol-5-yl)urea). As a reaction SMILES: [F:1][C:2]([F:12])([F:11])[C:3]1[S:4][C:5]([N:8]=[C:9]=[O:10])=[N:6][N:7]=1.[CH3:13][NH:14][CH2:15][CH2:16][OH:17]>C1C=CC=CC=1>[OH:17][CH2:16][CH2:15][N:14]([CH3:13])[C:9]([NH:8][C:5]1[S:4][C:3]([C:2]([F:11])([F:1])[F:12])=[N:7][N:6]=1)=[O:10]. Reported procedure: 2-Trifluoromethyl-1,3,4-thiadiazol-5-yl isocyanate dimer (8 grams), N-methyl-N-β-hydroxyethylamine (3.1 grams) and benzene (40 ml) were charged into a glass reaction vessel equipped with a mechanical stirrer, reflux condenser and thermometer. The reaction mixture was heated at reflux, with stirring for a period of about 10 minutes. After this time the reaction mixture was stripped of solvent under reduced pressure to yield the desired product N-(β-hydroxyethyl)-N-methyl-N'-(2-trifluoromethyl-1,3...